This data is from the Open Reaction Database (ORD), a public repository of structured organic reaction records. The task is: describe an organic reaction: reactants, conditions, products, and yield Reactants: O=C1NCCCCC1C=CC1=C(C(=O)OC)C=CC=C1 (methyl 2-[2-(hexahydro-2-oxo-1H-azepin-3-yl)ethenyl]benzoate), F[B-](F)(F)F.C[O+](C)C (trimethyloxonium tetrafluoroborate). Solvent: C(Cl)Cl (CH2Cl2). The product is COC=1C(CCCCN1)C=CC1=C(C(=O)OC)C=CC=C1 (methyl 2-[2-(3,4,5,6-tetrahydro-7-methoxy-2H-azepin-6-yl)ethenyl]benzoate). Reaction SMILES: [O:1]=[C:2]1[CH:8]([CH:9]=[CH:10][C:11]2[CH:20]=[CH:19][CH:18]=[CH:17][C:12]=2[C:13]([O:15][CH3:16])=[O:14])[CH2:7][CH2:6][CH2:5][CH2:4][NH:3]1.F[B-](F)(F)F.[CH3:26][O+](C)C>C(Cl)Cl>[CH3:26][O:1][C:2]1[CH:8]([CH:9]=[CH:10][C:11]2[CH:20]=[CH:19][CH:18]=[CH:17][C:12]=2[C:13]([O:15][CH3:16])=[O:14])[CH2:7][CH2:6][CH2:5][CH2:4][N:3]=1 |f:1.2|. Reported procedure: The product of Example 85 is reacted with trimethyloxonium tetrafluoroborate in CH2Cl2 by the method of Example 3 to produce the title material.